The task is: describe an organic reaction: reactants, conditions, products, and yield. This data is from the Open Reaction Database (ORD), a public repository of structured organic reaction records. Starting materials: BrCc1ccccc1, CCOC(C)=O, [H-], [Na+], OC1CCC2(CC1)OCCO2, CN(C)C=O, O. Product: c1ccc(COC2CCC3(CC2)OCCO3)cc1. As a reaction SMILES: [Br:14][CH2:15][c:16]1[cH:17][cH:18][cH:19][cH:20][cH:21]1.[CH3:28][CH2:29][O:30][C:31]([CH3:32])=[O:33].[H-:13].[Na+:12].[O:1]1[CH2:2][CH2:3][O:4][C:5]12[CH2:6][CH2:7][CH:8]([OH:11])[CH2:9][CH2:10]2.[O:23]=[CH:24][N:25]([CH3:26])[CH3:27].[OH2:22]>>[O:1]1[CH2:2][CH2:3][O:4][C:5]12[CH2:6][CH2:7][CH:8]([O:11][CH2:15][c:16]1[cH:17][cH:18][cH:19][cH:20][cH:21]1)[CH2:9][CH2:10]2. The reactants are SC=1NC=CN1 (2-mercaptoimidazole), C(C)(C)(C)OC(=O)N1CCC2=C(CC1)C(=C(C=C2)Cl)CCl (3-tert-butoxycarbonyl-7-chloro-6-chloromethyl-2,3,4,5-tetrahydro-1H-benzo[d]azepine), [I-].[Na+] (sodium iodide), C([O-])([O-])=O.[K+].[K+] (potassium carbonate). Solvent: CC(=O)C (acetone). Conditions: temperature 50 celsius. Product: C(C)(C)(C)OC(=O)N1CCC2=C(CC1)C(=C(C=C2)Cl)CSC=2NC=CN2 (3-tert-butoxycarbonyl-7-chloro-6-(1H-imidazol-2-ylthiomethyl)-2,3,4,5-tetrahydro-1H-benzo[d]azepine). Isolated yield 91.8%. As a reaction SMILES: [C:1]([O:5][C:6]([N:8]1[CH2:14][CH2:13][C:12]2[C:15]([CH2:20]Cl)=[C:16]([Cl:19])[CH:17]=[CH:18][C:11]=2[CH2:10][CH2:9]1)=[O:7])([CH3:4])([CH3:3])[CH3:2].C(=O)([O-])[O-].[K+].[K+].[I-].[Na+].[SH:30][C:31]1[NH:32][CH:33]=[CH:34][N:35]=1>CC(C)=O>[C:1]([O:5][C:6]([N:8]1[CH2:14][CH2:13][C:12]2[C:15]([CH2:20][S:30][C:31]3[NH:32][CH:33]=[CH:34][N:35]=3)=[C:16]([Cl:19])[CH:17]=[CH:18][C:11]=2[CH2:10][CH2:9]1)=[O:7])([CH3:2])([CH3:4])[CH3:3] |f:1.2.3,4.5|. Reported procedure: Dissolve 3-tert-butoxycarbonyl-7-chloro-6-chloromethyl-2,3,4,5-tetrahydro-1H-benzo[d]azepine (42.3 g, 128 mmol) in acetone (400 mL). Warm to 50° C., and then add potassium carbonate (26.5 g, 192 mmol) and sodium iodide (1.92 g, 12.8 mmol). With stirring, add 2-mercaptoimidazole (13.46 g, 134.4 mmol). Allow the mixture to stir at room temperature for 16 h. Filter the solid from this mixture, and wash the solid with acetone. Concentrate the filtrate in vacuo to a pink solid. Add DCM (400 mL) and 3... The reactants are C(C)(N)=NO (acetamide oxime), C(C(=O)Cl)(=O)Cl (Oxalyl chloride), FC(C=1C=C(CN(C(=O)OC)CC2=C(C=CC(=C2)C(F)(F)F)C2=CC(=CC=C2OC)C(=O)O)C=C(C1)C(F)(F)F)(F)F (2′-{[[3,5-Bis(trifluoromethyl)benzyl](methoxycarbonyl)amino]methyl}-6-methoxy-4′-(trifluoromethyl)biphenyl-3-carboxylic acid). The reagents and catalysts are CN(C=O)C (dimethylformamide), CN(C=O)C (dimethylformamide). Solvent: C(Cl)Cl (methylene chloride). Conditions: time 1 hour. Product: FC(C=1C=C(CN(C(OC)=O)CC2=C(C=CC(=C2)C(F)(F)F)C2=C(C=CC(=C2)C2=NC(=NO2)C)OC)C=C(C1)C(F)(F)F)(F)F (Methyl [3,5-bis(trifluoromethyl)benzyl]{[2′-methoxy-5′-(3-methyl-1,2,4-oxadiazol-5-yl)-4-(trifluoromethyl)biphenyl-2-yl]methyl}carbamate). Reaction SMILES: C(Cl)(=O)C(Cl)=O.[F:7][C:8]([F:48])([F:47])[C:9]1[CH:10]=[C:11]([CH:40]=[C:41]([C:43]([F:46])([F:45])[F:44])[CH:42]=1)[CH2:12][N:13]([CH2:18][C:19]1[CH:24]=[C:23]([C:25]([F:28])([F:27])[F:26])[CH:22]=[CH:21][C:20]=1[C:29]1[C:34]([O:35][CH3:36])=[CH:33][CH:32]=[C:31]([C:37]([OH:39])=O)[CH:30]=1)[C:14]([O:16][CH3:17])=[O:15].[C:49](=[N:52]O)([NH2:51])[CH3:50]>CN(C)C=O.C(Cl)Cl>[F:44][C:43]([F:46])([F:45])[C:41]1[CH:40]=[C:11]([CH:10]=[C:9]([C:8]([F:7])([F:48])[F:47])[CH:42]=1)[CH2:12][N:13]([CH2:18][C:19]1[CH:24]=[C:23]([C:25]([F:28])([F:27])[F:26])[CH:22]=[CH:21][C:20]=1[C:29]1[CH:30]=[C:31]([C:37]2[O:39][N:52]=[C:49]([CH3:50])[N:51]=2)[CH:32]=[CH:33][C:34]=1[O:35][CH3:36])[C:14](=[O:15])[O:16][CH3:17]. Procedure: Oxalyl chloride (0.14 mL, 0.28 mmol) and a few drops of dimethylformamide were added to a solution of the title compound from Example 145 (86 mg, 0.14 mmol) in methylene chloride. The reaction mixture was stirred at room temperature for 1 h then concentrated in vacuo. The crude product was re-dissolved in anhydrous dichloroethane, and acetamide oxime (16 mg, 0.21 mmol) was added along with a few drops of dimethylformamide to increase solubility. The reaction was heated to and maintained at reflu... Reactants: [H-].C(C(C)C)[Al+]CC(C)C (Diisobutylaluminum hydride), C1(=CC=CC=C1)CCOCCOCCC#N (3-[2-[2-phenylethoxy]ethoxy]propanenitrile), O (Water), Cl (hydrochloric acid). The solvent is O1CCCC1 (tetrahydrofuran). Reaction conditions: time 2 hour. Yields the product C1(=CC=CC=C1)CCOCCOCCC=O (3-[2-[2-Phenylethoxy]ethoxy]propanal). Reaction SMILES: [H-].C([Al+]CC(C)C)C(C)C.[C:11]1([CH2:17][CH2:18][O:19][CH2:20][CH2:21][O:22][CH2:23][CH2:24][C:25]#N)[CH:16]=[CH:15][CH:14]=[CH:13][CH:12]=1.[OH2:27].Cl>O1CCCC1>[C:11]1([CH2:17][CH2:18][O:19][CH2:20][CH2:21][O:22][CH2:23][CH2:24][CH:25]=[O:27])[CH:16]=[CH:15][CH:14]=[CH:13][CH:12]=1 |f:0.1|. Procedure: Diisobutylaluminum hydride (3.3 ml, 1.5M in toluene) was added dropwise to a cooled (0°) stirred solution of 3-[2-[2-phenylethoxy]ethoxy]propanenitrile (1.0 g) from step a) in tetrahydrofuran. After 30 min the mixture was warmed to room temperature and stirred for a further 2 hours. Water and 10% aqueous hydrochloric acid were added cautiously and the reaction stirred for a further 5 min. The reaction was extracted several times with ether and the combined ethereal extracts were washed with satu...